From a dataset of the Open Reaction Database (ORD), a public repository of structured organic reaction records. describe an organic reaction: reactants, conditions, products, and yield Starting materials: [N+](=O)([O-])C1=C(C(=O)Cl)C=CC(=C1)C(F)(F)F (2-nitro-4-trifluoromethylbenzoyl chloride), C1(=CC=CC=C1)P(C1=CC=CC=C1)C1=CC=CC=C1 (triphenylphosphine), (triphenylphosphine)tetrahydroboratocopper(I). The solvent is CC(=O)C (acetone). Conditions: time 1 hour. Yields the product [N+](=O)([O-])C1=C(C=O)C=CC(=C1)C(F)(F)F (2-nitro-4-trifluoromethylbenzaldehyde). Isolated yield 85.5%. Reaction SMILES: [N+:1]([C:4]1[CH:12]=[C:11]([C:13]([F:16])([F:15])[F:14])[CH:10]=[CH:9][C:5]=1[C:6](Cl)=[O:7])([O-:3])=[O:2].C1(P(C2C=CC=CC=2)C2C=CC=CC=2)C=CC=CC=1>CC(C)=O>[N+:1]([C:4]1[CH:12]=[C:11]([C:13]([F:14])([F:15])[F:16])[CH:10]=[CH:9][C:5]=1[CH:6]=[O:7])([O-:3])=[O:2]. Reported procedure: A mixture of 2-nitro-4-trifluoromethylbenzoyl chloride (8.0 g) and triphenylphosphine (16.5 g) in dry acetone (75 ml) was treated with bis-(triphenylphosphine)tetrahydroboratocopper(I) (19.8 g). The resulting suspension was stirred for 1 hour, filtered and washed with diethyl ether. The filtrate was evaporated to dryness and the resulting residue was subjected to chromatography, eluting with a mixture of diethyl ether and n-hexane (1:5 v/v), to give 2-nitro-4-trifluoromethylbenzaldehyde (5.91 g)...